From a dataset of the Open Reaction Database (ORD), a public repository of structured organic reaction records. describe an organic reaction: reactants, conditions, products, and yield Starting materials: O=C(O)C=Cc1ccccc1F, Cc1onc(N)c1-c1cccc(C(C)N)c1. Yields the product Cc1onc(N)c1-c1cccc(C(C)NC(=O)C=Cc2ccccc2F)c1. Reaction SMILES: [F:1][c:2]1[c:3]([CH:4]=[CH:5][C:6](=[O:7])[OH:8])[cH:9][cH:10][cH:11][cH:12]1.[NH2:13][CH:14]([CH3:15])[c:16]1[cH:17][c:18](-[c:22]2[c:23]([NH2:28])[n:24][o:25][c:26]2[CH3:27])[cH:19][cH:20][cH:21]1>>[F:1][c:2]1[c:3]([CH:4]=[CH:5][C:6](=[O:8])[NH:13][CH:14]([CH3:15])[c:16]2[cH:17][c:18](-[c:22]3[c:23]([NH2:28])[n:24][o:25][c:26]3[CH3:27])[cH:19][cH:20][cH:21]2)[cH:9][cH:10][cH:11][cH:12]1. The reactants are C([O-])(O)=O.[Na+] (sodium bicarbonate), OC1CNCCC1 (3-hydroxypiperidine), C(C1=CC=CC=C1)=O (benzaldehyde), C(C)(=O)O[BH-](OC(C)=O)OC(C)=O.[Na+] (sodium triacetoxyborohydride). Solvent: C1(=CC=CC=C1)C (toluene), C(C)(=O)O (acetic acid). Reaction conditions: time 24 hour. Yields the product C(C1=CC=CC=C1)N1CC(CCC1)O (1-benzyl-3-hydroxypiperidine). Yield: 49.0%. RXN SMILES: [OH:1][CH:2]1[CH2:7][CH2:6][CH2:5][NH:4][CH2:3]1.[CH:8](=O)[C:9]1[CH:14]=[CH:13][CH:12]=[CH:11][CH:10]=1.C(O[BH-](OC(=O)C)OC(=O)C)(=O)C.[Na+].C(=O)(O)[O-].[Na+]>C1(C)C=CC=CC=1.C(O)(=O)C>[CH2:8]([N:4]1[CH2:5][CH2:6][CH2:7][CH:2]([OH:1])[CH2:3]1)[C:9]1[CH:14]=[CH:13][CH:12]=[CH:11][CH:10]=1 |f:2.3,4.5|. Reported procedure: 943 mg of 3-hydroxypiperidine was dissolved in 15 mL of toluene, to which, under ice cooling, 1.13 mL of benzaldehyde, 2.97 g of sodium triacetoxyborohydride and 0.3 mL of acetic acid were sequentially added, and stirred at room temperature for 24 hours. To the reaction mixture, saturated sodium bicarbonate was added, extracted with ethyl acetate, the extract was washed with saturated saline, and dried on anhydrous sodium sulfate. The solvent was evaporated, and the residue was purified by silic... Reactants: BrC1=C(C2=CC=C(C=C2C=C1C)OC)OCOC (2-Bromo-6-methoxy-1-(methoxymethoxy)-3-methylnaphthalene), FC(C=1C=C(C=CC1)B(O)O)(F)F (3-trifluoromethylbenzeneboronic acid), C([O-])([O-])=O.[Na+].[Na+] (sodium carbonate). Reagents/catalysts: C1(=CC=CC=C1)P(C1=CC=CC=C1)(C1=CC=CC=C1)[Pd-4](P(C1=CC=CC=C1)(C1=CC=CC=C1)C1=CC=CC=C1)(P(C1=CC=CC=C1)(C1=CC=CC=C1)C1=CC=CC=C1)P(C1=CC=CC=C1)(C1=CC=CC=C1)C1=CC=CC=C1 (tetrakis(triphenylphosphino)palladium (0)). Run in COCCOC (ethylene glycol dimethyl ether). Yields the product COC=1C=C2C=C(C(=C(C2=CC1)OCOC)C1=CC(=CC=C1)C(F)(F)F)C (6-Methoxy-1-methoxymethoxy-3-methyl-2-(3-trifluoromethyl-phenyl)-naphthalene). Isolated yield 99.0%. As a reaction SMILES: Br[C:2]1[C:11]([CH3:12])=[CH:10][C:9]2[C:4](=[CH:5][CH:6]=[C:7]([O:13][CH3:14])[CH:8]=2)[C:3]=1[O:15][CH2:16][O:17][CH3:18].[F:19][C:20]([F:31])([F:30])[C:21]1[CH:22]=[C:23](B(O)O)[CH:24]=[CH:25][CH:26]=1.C(=O)([O-])[O-].[Na+].[Na+]>C1(P([Pd-4](P(C2C=CC=CC=2)(C2C=CC=CC=2)C2C=CC=CC=2)(P(C2C=CC=CC=2)(C2C=CC=CC=2)C2C=CC=CC=2)P(C2C=CC=CC=2)(C2C=CC=CC=2)C2C=CC=CC=2)(C2C=CC=CC=2)C2C=CC=CC=2)C=CC=CC=1.COCCOC>[CH3:14][O:13][C:7]1[CH:8]=[C:9]2[C:4](=[CH:5][CH:6]=1)[C:3]([O:15][CH2:16][O:17][CH3:18])=[C:2]([C:25]1[CH:24]=[CH:23][CH:22]=[C:21]([C:20]([F:31])([F:30])[F:19])[CH:26]=1)[C:11]([CH3:12])=[CH:10]2 |f:2.3.4|. Reported procedure: 2-Bromo-6-methoxy-1-(methoxymethoxy)-3-methylnaphthalene (14) (0.5 g, 1.61 mmol), 3-trifluoromethylbenzeneboronic acid (0.61 g, 3.21 mmol), tetrakis(triphenylphosphino)palladium (0) (0.186 g, 0.161 mmol), 2 M sodium carbonate (15 mL) and ethylene glycol dimethyl ether (15 mL) were added in a sealed tube and reacted as described above to give 0.60 g (99%) of the title compound (208) as a white solid. 1H NMR (400 MHz, d-CDCl3): δ 2.21 (s, 3H), 3.01 (s, 3H), 3.93 (s, 3H), 4.76 (s, 2H), 7.09 (m, 1H)... The reactants are BrC=1C=CC(=C(C1)N(C(COC)=O)C)[N+](=O)[O-] (N-(5-bromo-2-nitrophenyl)-2-methoxy-N-methylacetamide), C(=O)(O)[O-].[Na+] (NaHCO3), [Cl-].[Cl-].[Ca+2] (CaCl2). The reagents and catalysts are [Zn] (zinc). Run in CC(=O)O (AcOH). Yields the product BrC=1C=CC2=C(N(C(=N2)COC)C)C1 (6-Bromo-2-(methoxymethyl)-1-methyl-1H-benzimidazole). The yield is 76.2%. Reaction SMILES: [Br:1][C:2]1[CH:3]=[CH:4][C:5]([N+:15]([O-])=O)=[C:6]([N:8]([CH3:14])[C:9](=O)[CH2:10][O:11][CH3:12])[CH:7]=1.[Cl-].[Cl-].[Ca+2].C([O-])(O)=O.[Na+]>CC(O)=O.[Zn]>[Br:1][C:2]1[CH:3]=[CH:4][C:5]2[N:15]=[C:9]([CH2:10][O:11][CH3:12])[N:8]([CH3:14])[C:6]=2[CH:7]=1 |f:1.2.3,4.5|. Procedure: To a solution of N-(5-bromo-2-nitrophenyl)-2-methoxy-N-methylacetamide (477 mg) in AcOH (8 ml) was added zinc (400 mg) at 0° C. The mixture was stirred at 80° C. under a dry atmosphere (CaCl2 tube) for 3 h and then at room temperature overnight. The mixture was neutralized with saturated NaHCO3 solution and extracted with EtOAc. The organic layer was separated, washed with water and brine, dried over MgSO4 and concentrated in vacuo. The residue was purified by NH silica gel column chromatography...